Dataset: the Open Reaction Database (ORD), a public repository of structured organic reaction records. Task: describe an organic reaction: reactants, conditions, products, and yield Starting materials: C12C(C3C1C(=O)OC3=O)C(=O)OC2=O (CBDA), C1=CC(=CC(=C1)N)C(=O)N (3-ABA). The solvent is CN1CCCC1=O (NMP), CN1CCCC1=O (NMP). Product: C12C(C3C1C(=O)OC3=O)C(=O)OC2=O.C1=CC(=CC(=C1)N)C(=O)N (CBDA 3-ABA). RXN SMILES: [CH:1]12[C:13](=[O:14])[O:12][C:10](=[O:11])[CH:2]1[CH:3]1[C:8](=[O:9])[O:7][C:5](=[O:6])[CH:4]12.[CH:15]1[CH:20]=[C:19]([NH2:21])[CH:18]=[C:17]([C:22]([NH2:24])=[O:23])[CH:16]=1>CN1C(=O)CCC1>[CH:2]12[C:10](=[O:11])[O:12][C:13](=[O:14])[CH:1]1[CH:4]1[C:5](=[O:6])[O:7][C:8](=[O:9])[CH:3]12.[CH:15]1[CH:20]=[C:19]([NH2:21])[CH:18]=[C:17]([C:22]([NH2:24])=[O:23])[CH:16]=1 |f:3.4|. Procedure details: 19.22 g (0.098 mol) of CBDA and 12.22 g (0.1 mol) of 3-ABA were reacted in 283 g of NMP at room temperature for 5 hours to prepare a polyamic acid solution. The polymerization reaction proceeded easily and uniformly, and the molecular weights were measured in the same manner as in Preparation Example 1 and as a result, a solution of a polyamic acid having a number average molecular weight of 28,114 and a weight average molecular weight of 45,429 was obtained. Further, to this solution, poor solv... Reactants: CCOC(C)=O, O=[N+]([O-])c1ccc(N2CCC(Oc3ccccc3C(F)(F)F)CC2)nc1. The product is Nc1ccc(N2CCC(Oc3ccccc3C(F)(F)F)CC2)nc1. As a reaction SMILES: [CH3:27][CH2:28][O:29][C:30]([CH3:31])=[O:32].[N+:1]([O-:2])(=[O:3])[c:4]1[cH:5][cH:6][c:7]([N:10]2[CH2:11][CH2:12][CH:13]([O:16][c:17]3[c:18]([C:23]([F:24])([F:25])[F:26])[cH:19][cH:20][cH:21][cH:22]3)[CH2:14][CH2:15]2)[n:8][cH:9]1>>[NH2:1][c:4]1[cH:5][cH:6][c:7]([N:10]2[CH2:11][CH2:12][CH:13]([O:16][c:17]3[c:18]([C:23]([F:24])([F:25])[F:26])[cH:19][cH:20][cH:21][cH:22]3)[CH2:14][CH2:15]2)[n:8][cH:9]1. The reactants are CC1(CCCCC1)C1=CC=CC=C1 (1-methylcyclohexylbenzene), CC1(CCCCC1)C1=CC=CC=C1 (1-methylcyclohexylbenzene), BrBr (bromine). Reagents/catalysts: [Fe] (iron), II (iodine). Reaction conditions: time 1.5 hour. Product: CC1(CCCCC1)C1=CC=C(C=C1)Br (4-(1′-methylcyclohexyl)bromobenzene). Yield: 99.3%. As a reaction SMILES: [CH3:1][C:2]1([C:8]2[CH:13]=[CH:12][CH:11]=[CH:10][CH:9]=2)[CH2:7][CH2:6][CH2:5][CH2:4][CH2:3]1.[Br:14]Br>[Fe].II>[CH3:1][C:2]1([C:8]2[CH:9]=[CH:10][C:11]([Br:14])=[CH:12][CH:13]=2)[CH2:3][CH2:4][CH2:5][CH2:6][CH2:7]1. Procedure details: To 20.0 g (115 mmol) of the 1-methylcyclohexylbenzene obtained in the above-mentioned (1) were added 279 mg (5.00 mmol) of iron and 198 mg (0.78 mmol) of iodine, and 17.8 g (111 mmol) of bromine was slowly added dropwise at 0° C. spending 1.5 hours, followed by stirring at the same temperature for 1.5 hours and then at room temperature for 20 hours. The reaction solution was cooled and then quenched with 30 ml of saturated sodium sulfite aqueous solution and extracted three times with 50 ml of h... Starting materials: FC1=CC=C(C=C1)C(CC([Sn](CCCC)(CCCC)CCCC)I)(C)C (3-(4-fluorophenyl)-3-methyl-1-iodo-1-tributylstannylbutane), 1,8-diazabicyclo[5.4.0]undec-7-ene (DBU)in, O1CCCC1 (tetrahydrofuran). The solvent is O (water). Product: FC1=CC=C(C=C1)C(C=C[Sn](CCCC)(CCCC)CCCC)(C)C (3-(4-fluorophenyl)-3-methyl-1-tributylstannyl-1-butene). Isolated yield 88.2%. RXN SMILES: [F:1][C:2]1[CH:7]=[CH:6][C:5]([C:8]([CH3:26])([CH3:25])[CH2:9][CH:10](I)[Sn:11]([CH2:20][CH2:21][CH2:22][CH3:23])([CH2:16][CH2:17][CH2:18][CH3:19])[CH2:12][CH2:13][CH2:14][CH3:15])=[CH:4][CH:3]=1.O1CCCC1>O>[F:1][C:2]1[CH:7]=[CH:6][C:5]([C:8]([CH3:26])([CH3:25])[CH:9]=[CH:10][Sn:11]([CH2:16][CH2:17][CH2:18][CH3:19])([CH2:12][CH2:13][CH2:14][CH3:15])[CH2:20][CH2:21][CH2:22][CH3:23])=[CH:4][CH:3]=1. Reported procedure: Under a nitrogen atmosphere, a stirred solution of 17.2 grams (0.030 mole) of 3-(4-fluorophenyl)-3-methyl-1-iodo-1-tributylstannylbutane and 13.7 grams (0.090 mole) of 1,8-diazabicyclo[5.4.0]undec-7-ene (DBU)in 100 mL of tetrahydrofuran is heated at reflux for about 18 hours. The reaction mixture is cooled and poured into about 500 mL of water. The mixture is then made acidic with aqueous 2N hydrochloric acid and extracted with three 200 mL portions of diethyl ether. The combined extracts are dr... The product is CC1(C)CCN(c2ccc(CNC(=O)OC(C)(C)C)cc2C#N)CC1. Starting materials: CC1(C)CCN(c2ccc(CNC(=O)OC(C)(C)C)cc2Br)CC1, N#C[Cu], CN(C)C=O. RXN SMILES: [Br:1][c:2]1[cH:3][c:4]([CH2:5][NH:6][C:7]([O:8][C:9]([CH3:10])([CH3:11])[CH3:12])=[O:13])[cH:14][cH:15][c:16]1[N:17]1[CH2:18][CH2:19][C:20]([CH3:23])([CH3:24])[CH2:21][CH2:22]1.[Cu:25][C:26]#[N:27].[O:28]=[CH:29][N:30]([CH3:31])[CH3:32]>>[c:2]1([C:26]#[N:27])[cH:3][c:4]([CH2:5][NH:6][C:7]([O:8][C:9]([CH3:10])([CH3:11])[CH3:12])=[O:13])[cH:14][cH:15][c:16]1[N:17]1[CH2:18][CH2:19][C:20]([CH3:23])([CH3:24])[CH2:21][CH2:22]1. The reactants are FC1(C(C(C(C2(C(C(C(C(C12F)(F)F)(F)F)(F)F)(F)F)F)(F)F)(F)F)(F)F)F.O (perfluorodecalin water), C(CCCC=O)=O (glutaraldehyde). The product is FC1(C(C(C(C2(C(C(C(C(C12F)(F)F)(F)F)(F)F)(F)F)F)(F)F)(F)F)(F)F)F (perfluorodecalin). Reaction SMILES: [F:1][C:2]1([F:28])[C:11]2([F:12])[C:6]([F:21])([C:7]([F:20])([F:19])[C:8]([F:18])([F:17])[C:9]([F:16])([F:15])[C:10]2([F:14])[F:13])[C:5]([F:23])([F:22])[C:4]([F:25])([F:24])[C:3]1([F:27])[F:26].O.C(=O)CCCC=O>>[F:1][C:2]1([F:28])[C:11]2([F:12])[C:6]([F:21])([C:7]([F:19])([F:20])[C:8]([F:18])([F:17])[C:9]([F:16])([F:15])[C:10]2([F:14])[F:13])[C:5]([F:22])([F:23])[C:4]([F:24])([F:25])[C:3]1([F:26])[F:27] |f:0.1|. Procedure details: Spherical HSF and CPMV were successfully self-assembled as a monolayer at the perfluorodecalin-water interfaces. The closely packed CPMV and HSF assembly at interfaces were then crosslinked with glutaraldehyde. These reactions did not disrupt the integrity of the BNP particles. In this study, perfluorodecalin droplets with diameters from 10 to 100 microns were obtained by adding perfluorodecalin into a dispersion of the fluorescently labeled CPMV or HSF in buffer solution, followed by shaking. T...